From a dataset of the Open Reaction Database (ORD), a public repository of structured organic reaction records. describe an organic reaction: reactants, conditions, products, and yield The reactants are C(C)OC(CC1=CC(=CC=C1)NC(=O)C1=NC(=CC=C1)Br)=O ({3-[(6-Bromo-pyridine-2-carbonyl)-amino]-phenyl}-acetic acid ethyl ester), ClC=1C=C(C=CC1)B(O)O (3-chloro-phenylboronic acid). The product is ClC=1C=C(C=CC1)C1=CC=CC(=N1)C(=O)NC=1C=C(C=CC1)CC(=O)O ((3-{[6-(3-Chloro-phenyl)-pyridine-2-carbonyl]-amino}-phenyl)-acetic acid). As a reaction SMILES: C([O:3][C:4](=[O:22])[CH2:5][C:6]1[CH:11]=[CH:10][CH:9]=[C:8]([NH:12][C:13]([C:15]2[CH:20]=[CH:19][CH:18]=[C:17](Br)[N:16]=2)=[O:14])[CH:7]=1)C.[Cl:23][C:24]1[CH:25]=[C:26](B(O)O)[CH:27]=[CH:28][CH:29]=1>>[Cl:23][C:24]1[CH:29]=[C:28]([C:17]2[N:16]=[C:15]([C:13]([NH:12][C:8]3[CH:7]=[C:6]([CH2:5][C:4]([OH:3])=[O:22])[CH:11]=[CH:10][CH:9]=3)=[O:14])[CH:20]=[CH:19][CH:18]=2)[CH:27]=[CH:26][CH:25]=1. Procedure details: The pyridyl bromide (77) (44 mg, 0.12 mmol) was coupled to 3-chloro-phenylboronic acid (20 mg, 0.13 mmol) using Method E. During this reaction, hydrolysis occurred. The residue was extracted using Work-up E1 to give the acid. The solid was further purified by preparative HPLC to give the title compound. Procedure: 2-(Pyridin-4-yl)ethanethioamide (6 mmol) and 20 mmol of calcium carbonate were added to a solution of ethyl 3-bromo-4-oxopiperidine-1-carboxylate (1 g; 4 mmol; cf. AMN-01) in 20 ml of 2-propanol. The reaction mixture obtained was heated under reflux for 20 hours. The course of the reaction was monitored by thin layer chromatography. The reaction mixture was then cooled to 25° C. and filtered over Celite. The filter cake was washed several times with ethyl acetate. The organic phase was concentra... The reactants are N1=CC=C(C=C1)CC(N)=S (2-(Pyridin-4-yl)ethanethioamide), C([O-])([O-])=O.[Ca+2] (calcium carbonate), BrC1CN(CCC1=O)C(=O)OCC (ethyl 3-bromo-4-oxopiperidine-1-carboxylate). Reaction conditions: temperature 25 celsius. Reaction SMILES: [N:1]1[CH:6]=[CH:5][C:4]([CH2:7][C:8](=[S:10])[NH2:9])=[CH:3][CH:2]=1.C(=O)([O-])[O-].[Ca+2].Br[CH:17]1[C:22](=O)[CH2:21][CH2:20][N:19]([C:24]([O:26][CH2:27][CH3:28])=[O:25])[CH2:18]1>CC(O)C>[N:1]1[CH:6]=[CH:5][C:4]([CH2:7][C:8]2[S:10][C:17]3[CH2:18][N:19]([C:24]([O:26][CH2:27][CH3:28])=[O:25])[CH2:20][CH2:21][C:22]=3[N:9]=2)=[CH:3][CH:2]=1 |f:1.2|. Yields the product N1=CC=C(C=C1)CC=1SC=2CN(CCC2N1)C(=O)OCC (Ethyl 2-(pyridin-4-ylmethyl)-6,7-dihydrothiazolo[5,4-c]pyridine-5(4H)-carboxylate). Solvent: CC(C)O (2-propanol). Isolated yield 70.0%. Reactants: Cc1cc(N)ccc1Oc1ccccc1, Clc1cc2c(Cl)ncnc2cn1, Cl, C1COCCO1. The product is Cl, Cc1cc(Nc2ncnc3cnc(Cl)cc23)ccc1Oc1ccccc1. RXN SMILES: [CH3:14][c:15]1[cH:16][c:17]([NH2:18])[cH:19][cH:20][c:21]1[O:22][c:23]1[cH:24][cH:25][cH:26][cH:27][cH:28]1.[Cl:1][c:2]1[c:3]2[c:4]([n:5][cH:6][n:7]1)[cH:8][n:9][c:10]([Cl:12])[cH:11]2.[ClH:13].[O:29]1[CH2:30][CH2:31][O:32][CH2:33][CH2:34]1>>[ClH:1].[c:2]1([NH:18][c:17]2[cH:16][c:15]([CH3:14])[c:21]([O:22][c:23]3[cH:24][cH:25][cH:26][cH:27][cH:28]3)[cH:20][cH:19]2)[c:3]2[c:4]([n:5][cH:6][n:7]1)[cH:8][n:9][c:10]([Cl:12])[cH:11]2. Reactants: FC1=C(C(=O)N2C(=NCC2)SC)C=CC=C1 (1-(2-fluorobenzoyl)-2-methylthio-2-imidazoline), NN1CCCCC1 (1-aminopiperidine). Solvent: COCCOCCOC (2-methoxyethyl ether), O (water). Product: N1(CCCCC1)N1C=2N(C(C3=CC=CC=C13)=O)CCN2 (2,10-dihydro-10-(1-piperidinyl)imidazo[2,1-b]quinazolin-5(3H)-one). The yield is 71.0%. Reaction SMILES: F[C:2]1[CH:16]=[CH:15][CH:14]=[CH:13][C:3]=1[C:4]([N:6]1[CH2:10][CH2:9][N:8]=[C:7]1SC)=[O:5].[NH2:17][N:18]1[CH2:23][CH2:22][CH2:21][CH2:20][CH2:19]1>COCCOCCOC.O>[N:18]1([N:17]2[C:2]3[C:3](=[CH:13][CH:14]=[CH:15][CH:16]=3)[C:4](=[O:5])[N:6]3[CH2:10][CH2:9][N:8]=[C:7]23)[CH2:23][CH2:22][CH2:21][CH2:20][CH2:19]1. Procedure details: A solution of 10.0 g (42.0 mmoles) of the product of Example 1 and 25 ml of 1-aminopiperidine in 50 ml of 2-methoxyethyl ether (diglyme) was heated at reflux for 15 hours. The solution as diluted while hot with about 5 ml of water and allowed to cool. The resulting white needles were collected, washed with ethanol, and air-dried to give 8.10 g of 2,10-dihydro-10-(1-piperidinyl)imidazo[2,1-b]quinazolin-5(3H)-one. Melting point 229°-231° C. Total yield 71%. Reactants: ClC1=CC(=C(CN2N=CC3=CC(=CC=C23)\C=C/2\C(N(C(S2)=O)[C@@H]2CNCC2)=O)C=C1)C(F)(F)F ((5Z)-5-({1-[4-chloro-2-(trifluoromethyl)benzyl]-1H-indazol-5-yl}methylidene)-3-[(3S)-pyrrolidin-3-yl]-1,3-thiazolidine-2,4-dione), C=O (formaldehyde). Yields the product ClC1=CC(=C(CN2N=CC3=CC(=CC=C23)\C=C/2\C(N(C(S2)=O)[C@@H]2CN(CC2)C)=O)C=C1)C(F)(F)F ((5Z)-5-({1-[4-Chloro-2-(trifluoromethyl)benzyl]-1H-indazol-5-yl}methylidene)-3-[(3S)-1-methylpyrrolidin-3-yl]-1,3-thiazolidine-2,4-dione). Reaction SMILES: [Cl:1][C:2]1[CH:30]=[CH:29][C:5]([CH2:6][N:7]2[C:15]3[C:10](=[CH:11][C:12](/[CH:16]=[C:17]4/[C:18](=[O:28])[N:19]([C@H:23]5[CH2:27][CH2:26][NH:25][CH2:24]5)[C:20](=[O:22])[S:21]/4)=[CH:13][CH:14]=3)[CH:9]=[N:8]2)=[C:4]([C:31]([F:34])([F:33])[F:32])[CH:3]=1.[CH2:35]=O>>[Cl:1][C:2]1[CH:30]=[CH:29][C:5]([CH2:6][N:7]2[C:15]3[C:10](=[CH:11][C:12](/[CH:16]=[C:17]4/[C:18](=[O:28])[N:19]([C@H:23]5[CH2:27][CH2:26][N:25]([CH3:35])[CH2:24]5)[C:20](=[O:22])[S:21]/4)=[CH:13][CH:14]=3)[CH:9]=[N:8]2)=[C:4]([C:31]([F:34])([F:33])[F:32])[CH:3]=1. Procedure: (5Z)-5-({1-[4-Chloro-2-(trifluoromethyl)benzyl]-1H-indazol-5-yl}methylidene)-3-[(3S)-1-methylpyrrolidin-3-yl]-1,3-thiazolidine-2,4-dione was prepared from (5Z)-5-({1-[4-chloro-2-(trifluoromethyl)benzyl]-1H-indazol-5-yl}methylidene)-3-[(3S)-pyrrolidin-3-yl]-1,3-thiazolidine-2,4-dione (Example 114) and formaldehyde following General Procedure R. Reactants: CC1=NC2=CC=CC=C2C(=C1)COC1=CC=C(C=C1)S(=O)(=O)N[C@H]1[C@H](CCC1)C(=O)O ((1S,2R)-2-[({4-[(2-methylquinolin-4-yl)methoxy]phenyl}sulfonyl)amino]cyclopentanecarboxylic acid), NO (hydroxylamine). Product: ONC(=O)[C@@H]1[C@@H](CCC1)NS(=O)(=O)C1=CC=C(C=C1)OCC1=CC(=NC2=CC=CC=C12)C ((1S,2R)-N-hydroxy-2-[({4-[(2-methylquinolin-4-yl)methoxy]phenyl}sulfonyl)amino]cyclopentanecarboxamide). Isolated yield 43.0%. As a reaction SMILES: [CH3:1][C:2]1[CH:11]=[C:10]([CH2:12][O:13][C:14]2[CH:19]=[CH:18][C:17]([S:20]([NH:23][C@@H:24]3[CH2:28][CH2:27][CH2:26][C@@H:25]3[C:29]([OH:31])=O)(=[O:22])=[O:21])=[CH:16][CH:15]=2)[C:9]2[C:4](=[CH:5][CH:6]=[CH:7][CH:8]=2)[N:3]=1.[NH2:32][OH:33]>>[OH:33][NH:32][C:29]([C@H:25]1[CH2:26][CH2:27][CH2:28][C@H:24]1[NH:23][S:20]([C:17]1[CH:18]=[CH:19][C:14]([O:13][CH2:12][C:10]2[C:9]3[C:4](=[CH:5][CH:6]=[CH:7][CH:8]=3)[N:3]=[C:2]([CH3:1])[CH:11]=2)=[CH:15][CH:16]=1)(=[O:22])=[O:21])=[O:31]. Procedure details: According to the procedure of Example 10, Step 2, the reaction of 321.4 mg (0.73 mmol) of (1S,2R)-2-[({4-[(2-methylquinolin-4-yl)methoxy]phenyl}sulfonyl)amino]cyclopentanecarboxylic acid with hydroxylamine provided 139.5 mg of (1S,2R)-N-hydroxy-2-[({4-[(2-methylquinolin-4-yl)methoxy]phenyl}sulfonyl)amino]cyclopentanecarboxamide with 43% yield. MS: 456.1 (M+H)+ Reactants: ClC=1C(=CC(=C(C1)CC(=O)OCC)F)NC(=O)C1=NN(C2=CC=CC=C12)C (ethyl (5-chloro-2-fluoro-4-((1-methyl-3-indazolylcarbonyl)amino)phenyl)acetate), C1CCOC1 (THF), [OH-].[Na+] (NaOH). Run in Cl (HCl). Run at time 6 hour. Product: ClC=1C(=CC(=C(C1)CC(=O)O)F)NC(=O)C1=NN(C2=CC=CC=C12)C ((5-chloro-2-fluoro-4-((1-methyl-3-indazolylcarbonyl)amino)phenyl)acetic acid). Yield: 94.7%. RXN SMILES: [Cl:1][C:2]1[C:3]([NH:15][C:16]([C:18]2[C:26]3[C:21](=[CH:22][CH:23]=[CH:24][CH:25]=3)[N:20]([CH3:27])[N:19]=2)=[O:17])=[CH:4][C:5]([F:14])=[C:6]([CH2:8][C:9]([O:11]CC)=[O:10])[CH:7]=1.C1COCC1.[OH-].[Na+]>Cl>[Cl:1][C:2]1[C:3]([NH:15][C:16]([C:18]2[C:26]3[C:21](=[CH:22][CH:23]=[CH:24][CH:25]=3)[N:20]([CH3:27])[N:19]=2)=[O:17])=[CH:4][C:5]([F:14])=[C:6]([CH2:8][C:9]([OH:11])=[O:10])[CH:7]=1 |f:2.3|. Procedure details: To ethyl (5-chloro-2-fluoro-4-((1-methyl-3-indazolylcarbonyl)amino)phenyl)acetate (1.40 g, 3.59 mmol) were added THF (36 ml) and 0.25N NaOH (21.5 ml, 5.39 mmol). The resulting mixture was stirred at room temperature for 6 hours. The reaction mixture was poured in 1N HCl (6.0 ml). The crystals thus precipitated were collected by filtration under reduced pressure, washed with water and dried under reduced pressure to give (5-chloro-2-fluoro-4-((1-methyl-3-indazolylcarbonyl)amino)phenyl)acetic acid... Product: Cl[Si](CC[Si](CC)(CC)Cl)(CC)CC (1,2-bis(chlorodiethylsilyl)ethane). Reactants: Cl[Si](C=C[Si](C)(C)Cl)(C)C (1,2-bis(chlorodimethylsilyl)ethene), Cl[Si](C=C[Si](CC)(CC)Cl)(CC)CC (1,2-bis(chlorodiethylsilyl)ethene). RXN SMILES: Cl[Si](C)(C)C=C[Si](Cl)(C)C.[Cl:11][Si:12]([CH2:23][CH3:24])([CH2:21][CH3:22])[CH:13]=[CH:14][Si:15]([Cl:20])([CH2:18][CH3:19])[CH2:16][CH3:17]>>[Cl:20][Si:15]([CH2:16][CH3:17])([CH2:18][CH3:19])[CH2:14][CH2:13][Si:12]([Cl:11])([CH2:21][CH3:22])[CH2:23][CH3:24]. Reported procedure: Example 1 was repeated with the modification that, instead of 300.0 g (1.41 mol) of 1,2-bis(chlorodimethylsilyl)ethene, 300.0 g (1.11 mol) of 1,2-bis(chlorodiethylsilyl)ethene were used. The results are summarized in Table 1.